This data is from the Open Reaction Database (ORD), a public repository of structured organic reaction records. The task is: describe an organic reaction: reactants, conditions, products, and yield Run in O1CCCC1 (tetrahydrofuran). Reactants: COC(C(CCOC1=CC=C2CCC(NC2=C1)=O)C)=O (2-methyl-4-(2-oxo-1,2,3,4-tetrahydroquinolin-7-yloxy)butyric acid methyl ester), [H-].[Al+3].[Li+].[H-].[H-].[H-] (lithium aluminum hydride), [C@@H]([C@H](C(=O)[O-])O)(C(=O)[O-])O.[Na+].[K+] (Rochelle salt). The product is OCC(CCOC1=CC=C2CCC(NC2=C1)=O)C (7-(4-hydroxy-3-methylbutoxy)-3,4-dihydro-1H-quinolin-2-one). As a reaction SMILES: C[O:2][C:3](=O)[CH:4]([CH3:19])[CH2:5][CH2:6][O:7][C:8]1[CH:17]=[C:16]2[C:11]([CH2:12][CH2:13][C:14](=[O:18])[NH:15]2)=[CH:10][CH:9]=1.[H-].[Al+3].[Li+].[H-].[H-].[H-].[C@H](O)(C([O-])=O)[C@@H](O)C([O-])=O.[Na+].[K+]>O1CCCC1>[OH:2][CH2:3][CH:4]([CH3:19])[CH2:5][CH2:6][O:7][C:8]1[CH:17]=[C:16]2[C:11]([CH2:12][CH2:13][C:14](=[O:18])[NH:15]2)=[CH:10][CH:9]=1 |f:1.2.3.4.5.6,7.8.9|. Procedure: 6 g of 2-methyl-4-(2-oxo-1,2,3,4-tetrahydroquinolin-7-yloxy)butyric acid methyl ester was added dropwise to a tetrahydrofuran (200 ml) suspension of 1.6 g of lithium aluminum hydride while being stirred under ice-cooling and stirred at the same temperature for 2 hours. While being stirred under ice-cooling, saturated Rochelle salt aqueous solution was added, which was extracted with diethyl ether and, after washed with water, dried over magnesium sulfate, and the solvent was evaporated under red... Isolated yield 51.9%. Reactants: C(C)(C)NCCO (2-Isopropylamino-ethanol), [H-].[Na+] (sodium hydride), Cl (hydrochloric acid), FC1=CC=C(C=C1)[N+](=O)[O-] (1-fluoro-4-nitrobenzene). The solvent is CN(C=O)C (N,N-dimethylformamide). Reaction conditions: temperature 0 celsius, time 30 minute. The product is C(C)(C)NCCOC1=CC=C(C=C1)[N+](=O)[O-] (isopropyl-[2-(4-nitro-phenoxy)-ethyl]-amine). Yield: 57.0%. RXN SMILES: [CH:1]([NH:4][CH2:5][CH2:6][OH:7])([CH3:3])[CH3:2].[H-].[Na+].F[C:11]1[CH:16]=[CH:15][C:14]([N+:17]([O-:19])=[O:18])=[CH:13][CH:12]=1.Cl>CN(C)C=O>[CH:1]([NH:4][CH2:5][CH2:6][O:7][C:11]1[CH:16]=[CH:15][C:14]([N+:17]([O-:19])=[O:18])=[CH:13][CH:12]=1)([CH3:3])[CH3:2] |f:1.2|. Reported procedure: 2-Isopropylamino-ethanol (5 g, 48 mmol) (Fluka) was added to a cooled (−5° C.) mixture of sodium hydride (5 g, 48 mmol) in N,N-dimethylformamide (200 mL) and stirred for 10 minutes at 0° C., 30 minutes at room temperature, and then 30 minutes at 450° C. After cooling to −1° C., 1-fluoro-4-nitrobenzene (8.21 g, 57.6 mmol) (Aldrich) was added and stirred for 20 minutes at −10° C. and 90 minutes at room temperature. The reaction was adjusted to pH 2 with 6N hydrochloric acid and the mixture extract... Reactants: N1(C=NC=C1)CC(O)C=1SC=CN1 (2-(imidazol-1-yl)-1-(thiazol-2-yl)ethanol), FC1=CC=C(CCC2=C(C(=O)OC)C=C(C=C2)O)C=C1 (methyl 2-(4-fluorophenethyl)-5-hydroxybenzoate), CC=1N(C=CN1)CC(OC=1C=CC(=C(C(=O)OC)C1)CCC1=CC=C(C=C1)F)C1=CC=C(C=C1)F (methyl 5-[2-(2-methylimidazol-1-yl)-1-(4-fluorophenyl)ethoxy]-2-(4-fluorophenethyl)benzoate). Product: N1(C=NC=C1)CC(OC=1C=CC(=C(C(=O)OC)C1)CCC1=CC=C(C=C1)F)C=1SC=CN1 (Methyl 5-[2-(imidazol-1-yl)-1-(thiazol-2-yl)ethoxy]-2-(4-fluorophenethyl)benzoate). Reaction SMILES: [N:1]1([CH2:6][CH:7]([C:9]2[S:10][CH:11]=[CH:12][N:13]=2)[OH:8])[CH:5]=[CH:4][N:3]=[CH:2]1.[F:14][C:15]1[CH:33]=[CH:32][C:18]([CH2:19][CH2:20][C:21]2[CH:30]=[CH:29][C:28](O)=[CH:27][C:22]=2[C:23]([O:25][CH3:26])=[O:24])=[CH:17][CH:16]=1.CC1N(CC(C2C=CC(F)=CC=2)OC2C=CC(CCC3C=CC(F)=CC=3)=C(C=2)C(OC)=O)C=CN=1>>[N:1]1([CH2:6][CH:7]([C:9]2[S:10][CH:11]=[CH:12][N:13]=2)[O:8][C:28]2[CH:29]=[CH:30][C:21]([CH2:20][CH2:19][C:18]3[CH:17]=[CH:16][C:15]([F:14])=[CH:33][CH:32]=3)=[C:22]([CH:27]=2)[C:23]([O:25][CH3:26])=[O:24])[CH:5]=[CH:4][N:3]=[CH:2]1. Procedure details: Methyl 5-[2-(imidazol-1-yl)-1-(thiazol-2-yl)ethoxy]-2-(4-fluorophenethyl)benzoate was prepared from 2-(imidazol-1-yl)-1-(thiazol-2-yl)ethanol and methyl 2-(4-fluorophenethyl)-5-hydroxybenzoate by the Mitsunobu methodology used for the preparation of methyl 5-[2-(2-methylimidazol-1-yl)-1-(4-fluorophenyl)ethoxy]-2-(4-fluorophenethyl)benzoate in Example 45. Reactants: C(C)(=O)OCC=C (allyl acetate), C1C=CC2C1C3CC2C=C3 (dicyclopentadiene). Reaction conditions: temperature 220 celsius. The product is COC(C)=O.C12C=CC(CC1)C2 (norbornene methyl acetate). As a reaction SMILES: [C:1]([O:4][CH2:5]C=C)(=[O:3])[CH3:2].C1[CH:12]2[CH:13]3[CH:17]=[CH:16][CH:15]([CH:11]2C=C1)[CH2:14]3>>[CH3:5][O:4][C:1](=[O:3])[CH3:2].[CH:13]12[CH2:14][CH:15]([CH2:16][CH2:17]1)[CH:11]=[CH:12]2 |f:2.3|. Reported procedure: Into a suitable high pressure tube reactor were placed allyl acetate and dicyclopentadiene (DCPD) at 4:1 molar ratio based on cyclopentadiene monomer, and heated in a hot oil bath maintained at 220° C., and maintained at that temperature for four hours. At the end of the reaction, the high pressure tube was removed from the bath and quenched in a wet ice bath. The tube was washed then with methanol and dichloromethane and weighed to verify that no leakage had occurred. The resultant crude monome... Reactants: BrC=1C=C(C=O)C=C(C1O)Br (3,5-dibromo-4-hydroxybenzaldehyde), N[C@H](C(C)(C)S)C(=O)O (D-penicillamine). Run in CO (methanol). Run at time 16 hour. Product: BrC=1C=C(C=C(C1O)Br)C1SC([C@@H](N1)C(=O)O)(C)C (2-(3,5-Dibromo-4-hydroxyphenyl)-5,5-dimethylthiazolidine-4(S)-carboxylic acid). The yield is 82.3%. As a reaction SMILES: [Br:1][C:2]1[CH:3]=[C:4]([CH:7]=[C:8]([Br:11])[C:9]=1[OH:10])[CH:5]=O.[NH2:12][C@@H:13]([C:18]([OH:20])=[O:19])[C:14]([SH:17])([CH3:16])[CH3:15]>CO>[Br:1][C:2]1[CH:3]=[C:4]([CH:5]2[NH:12][C@@H:13]([C:18]([OH:20])=[O:19])[C:14]([CH3:16])([CH3:15])[S:17]2)[CH:7]=[C:8]([Br:11])[C:9]=1[OH:10]. Procedure details: A solution containing 5.6 g (20 mmoles) of 3,5-dibromo-4-hydroxybenzaldehyde and 3 g (20 mmoles) of D-penicillamine in 100 ml of 30% methanol is stirred for 16 hours. The precipitated product is filtered and washed with aqueous methanol to give 6.77 g (82.3%) of the title acid which can be recrystallized from a mixture containing ethanol, dimethylformamide and water, m.p.: 154°-155° C., [α]D25 =+87° (c=1.362, dimethylsulphoxide). Starting materials: CC#N, N#Cc1ccc(F)c2c(C=O)c[nH]c12, CCOC(=O)C=P(c1ccccc1)(c1ccccc1)c1ccccc1. Yields the product CCOC(=O)C=Cc1c[nH]c2c(C#N)ccc(F)c12. As a reaction SMILES: [CH3:40][C:41]#[N:42].[F:1][c:2]1[c:3]2[c:4]([CH:13]=[O:14])[cH:5][nH:6][c:7]2[c:8]([C:11]#[N:12])[cH:9][cH:10]1.[c:15]1([P:16]([c:17]2[cH:18][cH:19][cH:20][cH:21][cH:22]2)([c:23]2[cH:24][cH:25][cH:26][cH:27][cH:28]2)=[CH:34][C:35](=[O:36])[O:37][CH2:38][CH3:39])[cH:29][cH:30][cH:31][cH:32][cH:33]1>>[F:1][c:2]1[c:3]2[c:4]([CH:13]=[CH:34][C:35](=[O:36])[O:37][CH2:38][CH3:39])[cH:5][nH:6][c:7]2[c:8]([C:11]#[N:12])[cH:9][cH:10]1. Reactants: BrC1=C(C(=O)O)C(=CC=C1)Cl (2-bromo-6-chlorobenzoic acid), C[Si](C)(C)C=[N+]=[N-] ((trimethylsilyl)diazomethane). Solvent: CO (methanol). Run at temperature 0 celsius, time 1.5 hour. Product: BrC1=C(C(=O)OC)C(=CC=C1)Cl (methyl 2-bromo-6-chlorobenzoate). As a reaction SMILES: [Br:1][C:2]1[CH:10]=[CH:9][CH:8]=[C:7]([Cl:11])[C:3]=1[C:4]([OH:6])=[O:5].[CH3:12][Si](C=[N+]=[N-])(C)C>CO>[Br:1][C:2]1[CH:10]=[CH:9][CH:8]=[C:7]([Cl:11])[C:3]=1[C:4]([O:6][CH3:12])=[O:5]. Procedure details: To a solution of 2-bromo-6-chlorobenzoic acid (17.7 g, 75.2 mmol) in methanol (200 mL) at 0° C. was added (trimethylsilyl)diazomethane (2M in hexanes, 100 mL, 0.200 mol). The solution was stirred at 0° C. for 1.5 hours, then warmed to room temperature and washed with aqueous sodium bicarbonate and brine, dried over Na2SO4, filtered and concentrated. The residue was subjected to silica gel chromatography eluted with 0-5% ethyl acetate in hexanes to provide methyl 2-bromo-6-chlorobenzoate as a pal...